The task is: describe an organic reaction: reactants, conditions, products, and yield. This data is from the Open Reaction Database (ORD), a public repository of structured organic reaction records. Starting materials: Cl.Cl.Cl.NC(CCCCNS(=O)(=O)C1=C(C=CC=C1)F)CN[C@@H]1[C@@H](C2=CC=C(C=C2CC1)OC)CC=1C=NC=CC1 (N-[5-amino-6-[[cis-1,2,3,4-tetrahydro-6-methoxy-1-(3-pyridinylmethyl)-2-naphthalenyl]amino]hexyl]-2-fluorobenzenesulfonamide tris-hydrochloride), B(Br)(Br)Br (Boron tribromide). Solvent: C(Cl)Cl (Methylene chloride), C(Cl)Cl (methylene chloride). Conditions: time 16 hour. The product is Cl.Cl.Cl.NC(CCCCNS(=O)(=O)C1=C(C=CC=C1)F)CN[C@@H]1[C@@H](C2=CC=C(C=C2CC1)O)CC=1C=NC=CC1 (N-[5-amino-6-[[cis-1,2,3,4-tetrahydro-6-hydroxy-1-(3-pyridinylmethyl)-2-naphthalenyl]amino]hexyl]-2-fluorobenzenesulfonamide tris-hydrochloride), tris-hydrochloride. Reaction SMILES: [ClH:1].Cl.Cl.[NH2:4][CH:5]([CH2:21][NH:22][C@H:23]1[CH2:32][CH2:31][C:30]2[C:25](=[CH:26][CH:27]=[C:28]([O:33]C)[CH:29]=2)[C@H:24]1[CH2:35][C:36]1[CH:37]=[N:38][CH:39]=[CH:40][CH:41]=1)[CH2:6][CH2:7][CH2:8][CH2:9][NH:10][S:11]([C:14]1[CH:19]=[CH:18][CH:17]=[CH:16][C:15]=1[F:20])(=[O:13])=[O:12].B(Br)(Br)Br>C(Cl)Cl>[ClH:1].[ClH:1].[ClH:1].[NH2:4][CH:5]([CH2:21][NH:22][C@H:23]1[CH2:32][CH2:31][C:30]2[C:25](=[CH:26][CH:27]=[C:28]([OH:33])[CH:29]=2)[C@H:24]1[CH2:35][C:36]1[CH:37]=[N:38][CH:39]=[CH:40][CH:41]=1)[CH2:6][CH2:7][CH2:8][CH2:9][NH:10][S:11]([C:14]1[CH:19]=[CH:18][CH:17]=[CH:16][C:15]=1[F:20])(=[O:12])=[O:13] |f:0.1.2.3,6.7.8.9|. Procedure details: Aminotetralin sulfonamide 8 from the previous reaction (0.160 g, 0.246 mmol) was placed in a 50 mL round-bottom flask along with a stir bar. Methylene chloride (25 mL) was added and the slurry was cooled on an ice bath for several minutes. Boron tribromide in methylene chloride (1M, 1.25 mL, 1.25 mmol) was added to the reaction. The flask was flushed with argon, capped and allowed to warm up to ambient temperature and the mixture was stirred over 16 hours at which time the reaction was quenched ... Reactants: CC(=O)O, CNc1cc(F)c(F)c(F)c1[N+](=O)[O-], CCOC(C)=O, Cl, N, O, [Zn]. Product: CNc1cc(F)c(F)c(F)c1N, Cl. Reaction SMILES: [CH3:18][C:19](=[O:20])[OH:21].[CH3:1][NH:2][c:3]1[c:4]([N+:12]([O-:13])=[O:14])[c:5]([F:11])[c:6]([F:10])[c:7]([F:9])[cH:8]1.[CH3:23][CH2:24][O:25][C:26](=[O:27])[CH3:28].[ClH:17].[NH3:16].[OH2:15].[Zn:22]>>[CH3:1][NH:2][c:3]1[c:4]([NH2:12])[c:5]([F:11])[c:6]([F:10])[c:7]([F:9])[cH:8]1.[ClH:17].